Dataset: the Open Reaction Database (ORD), a public repository of structured organic reaction records. Task: describe an organic reaction: reactants, conditions, products, and yield The reactants are C(C1=CC=CC=C1)N1CCC(=CC1)C1=CC(=C(C=C1)C=1NC(C2=C(N1)C(=NN2C2CCCCC2)C)=O)OC (5-[4-(1-Benzyl-1,2,3,6-tetrahydro-4-pyridinyl)-2-methoxyphenyl]-1-cyclohexyl-3-methyl-1,6-dihydro-7H-pyrazolo[4,3-d]pyrimidin-7-one), ClC(=O)OC(C)Cl (1-chloroethyl chloroformate). Solvent: ClCCCl (1,2-dichloroethane). Yields the product Cl.C1(CCCCC1)N1N=C(C=2N=C(NC(C21)=O)C2=C(C=C(C=C2)C=2CCNCC2)OC)C (1-Cyclohexyl-5-[2-methoxy-4-(1,2,3,6-tetrahydro-4-pyridinyl)phenyl]-3-methyl-1,6-dihydro-7H-pyrazolo[4,3-d]pyrimidin-7-one monohydrochloride). Isolated yield 58.9%. RXN SMILES: C([N:8]1[CH2:13][CH:12]=[C:11]([C:14]2[CH:19]=[CH:18][C:17]([C:20]3[NH:21][C:22](=[O:36])[C:23]4[N:28]([CH:29]5[CH2:34][CH2:33][CH2:32][CH2:31][CH2:30]5)[N:27]=[C:26]([CH3:35])[C:24]=4[N:25]=3)=[C:16]([O:37][CH3:38])[CH:15]=2)[CH2:10][CH2:9]1)C1C=CC=CC=1.[Cl:39]C(OC(Cl)C)=O>ClCCCl>[ClH:39].[CH:29]1([N:28]2[C:23]3[C:22](=[O:36])[NH:21][C:20]([C:17]4[CH:18]=[CH:19][C:14]([C:11]5[CH2:12][CH2:13][NH:8][CH2:9][CH:10]=5)=[CH:15][C:16]=4[O:37][CH3:38])=[N:25][C:24]=3[C:26]([CH3:35])=[N:27]2)[CH2:30][CH2:31][CH2:32][CH2:33][CH2:34]1 |f:3.4|. Procedure details: To a 10 ml 1,2-dichloroethane solution of 80 mg (0.16 mmol) of the compound obtained in Example 272, 25.4 μl (0.24 mmol) of 1-chloroethyl chloroformate was added, and the mixture was heated under reflux for 40 minutes. Then, the reaction mixture was returned to room temperature, and concentrated under reduced pressure. Methanol (10 ml) was added to the residue, and the mixture was heated under reflux for 20 minutes. The reaction mixture was returned to room temperature, and concentrated under re... Starting materials: CC(C)(C)Oc1ccc(CC(NC(=O)OCc2ccccc2)C(O)CNC(=O)C2CCCN2C(C)(C)C)cc1, NC(=O)CC(NC(=O)OCc1ccccc1)C(=O)O, CCO. Product: CC(C)(C)Oc1ccc(CC(NC(=O)C(CC(N)=O)NC(=O)OCc2ccccc2)C(O)CNC(=O)C2CCCN2C(C)(C)C)cc1. As a reaction SMILES: [CH2:1]([O:2][C:9](=[O:10])[NH:11][CH:12]([CH:13]([CH2:14][NH:15][C:16]([CH:17]1[N:18]([C:22]([CH3:23])([CH3:24])[CH3:25])[CH2:19][CH2:20][CH2:21]1)=[O:26])[OH:27])[CH2:28][c:29]1[cH:30][cH:31][c:32]([O:35][C:36]([CH3:37])([CH3:38])[CH3:39])[cH:33][cH:34]1)[c:3]1[cH:4][cH:5][cH:6][cH:7][cH:8]1.[CH2:40]([c:41]1[cH:42][cH:43][cH:44][cH:45][cH:46]1)[O:47][C:48](=[O:49])[NH:50][CH:51]([CH2:52][C:53]([NH2:54])=[O:55])[C:56]([OH:57])=[O:58].[CH3:59][CH2:60][OH:61]>>[C:9](=[O:10])([NH:11][CH:12]([CH:13]([CH2:14][NH:15][C:16]([CH:17]1[N:18]([C:22]([CH3:23])([CH3:24])[CH3:25])[CH2:19][CH2:20][CH2:21]1)=[O:26])[OH:27])[CH2:28][c:29]1[cH:30][cH:31][c:32]([O:35][C:36]([CH3:37])([CH3:38])[CH3:39])[cH:33][cH:34]1)[CH:51]([NH:50][C:48]([O:47][CH2:40][c:41]1[cH:42][cH:43][cH:44][cH:45][cH:46]1)=[O:49])[CH2:52][C:53]([NH2:54])=[O:55]. The reactants are O=C([C@H](O)[C@@H](O)[C@H](O)[C@H](O)CO)[O-].[Ca+2].O=C([C@H](O)[C@@H](O)[C@H](O)[C@H](O)CO)[O-] (calcium gluconate), B(O)(O)O (boric acid), resultant mixture. Solvent: O (water). Run at temperature 50 celsius. The product is B1(OC(C(O1)C(C(C(=O)[O-])O)O)CO)O.B1(OC(C(O1)C(C(C(=O)[O-])O)O)CO)O.[Ca+2] (calcium borogluconate). As a reaction SMILES: [O:1]=[C:2]([O-:13])[C@@H:3]([C@H:5]([C@@H:7]([C@@H:9]([CH2:11][OH:12])[OH:10])[OH:8])[OH:6])[OH:4].[Ca+2:14].[O:15]=[C:16]([O-:27])[C@@H:17]([C@H:19]([C@@H:21]([C@@H:23]([CH2:25][OH:26])[OH:24])[OH:22])[OH:20])[OH:18].[B:28](O)(O)[OH:29]>O>[B:28]1([OH:29])[O:8][CH:7]([CH:5]([OH:6])[CH:3]([OH:4])[C:2]([O-:13])=[O:1])[CH:9]([CH2:11][OH:12])[O:10]1.[B:28]1([OH:29])[O:22][CH:21]([CH:19]([OH:20])[CH:17]([OH:18])[C:16]([O-:27])=[O:15])[CH:23]([CH2:25][OH:26])[O:24]1.[Ca+2:14] |f:0.1.2,5.6.7|. Procedure: 860.5 grams of calcium gluconate monohydydrate and 244 grams of technical grade boric acid were added to 1100 grams of water at room temperature. The resultant mixture was stirred and warmed to a temperature of about 50° C. until a dark brown solution was obtained. The solution was allowed to cool to room temperature. The solution can be used as is or the water can be evaporated to provide the calcium borogluconate as a brownish solid.